This data is from the Open Reaction Database (ORD), a public repository of structured organic reaction records. The task is: describe an organic reaction: reactants, conditions, products, and yield The reactants are C(C)OC(CCCCCBr)=O (6-bromo-hexanoic acid ethyl ester), solid, ClC1=CC(=C(C=C1)C1=NC2=C(N1CC1=CC=C(C=C1)CCC(=O)O)C=C(C(=C2)F)F)OCC2CCCC2 (3-{4-[2-(4-Chloro-2-cyclopentylmethoxy-phenyl)-5,6-difluoro-benzoimidazol-1-ylmethyl]-phenyl}-propionic acid), ClC1=CC(=C(C=C1)C1=NC2=C(N1CC=1C=C(C(=O)O)C=CC1)C=C(C(=C2)F)F)OCC2CCCC2 (3-[2-(4-Chloro-2-cyclopentylmethoxy-phenyl)-5,6-difluoro-benzoimidazol-1-ylmethyl]-benzoic acid), ClC1=CC(=C(C=C1)C1=NC2=C(N1CC=1C=C(C(=O)O)C=CC1)C=C(C(=C2)F)F)OCC2CCCC2 (3-[2-(4-Chloro-2-cyclopentylmethoxy-phenyl)-5,6-difluoro-benzoimidazol-1-ylmethyl]-benzoic acid). The product is COC(CCCCCN1C(=NC2=C1C=C(C(=C2)F)F)C2=C(C=C(C=C2)Cl)OC)=O (6-[2-(4-Chloro-2-methoxy-phenyl)-5,6-difluoro-benzoimidazol-1-yl]-hexanoic acid methyl ester). As a reaction SMILES: [Cl:1][C:2]1[CH:7]=[CH:6][C:5]([C:8]2[N:12]([CH2:13][C:14]3C=CC(CCC(O)=O)=CC=3)[C:11]3[CH:25]=[C:26]([F:30])[C:27]([F:29])=[CH:28][C:10]=3[N:9]=2)=[C:4]([O:31][CH2:32]C2CCCC2)[CH:3]=1.ClC1C=CC(C2N(CC3C=C(C=CC=3)C(O)=O)C3C=C(F)C(F)=CC=3N=2)=C(OCC2CCCC2)C=1.[CH2:73]([O:75][C:76](=[O:83])[CH2:77][CH2:78][CH2:79]CCBr)C>>[CH3:73][O:75][C:76](=[O:83])[CH2:77][CH2:78][CH2:79][CH2:14][CH2:13][N:12]1[C:11]2[CH:25]=[C:26]([F:30])[C:27]([F:29])=[CH:28][C:10]=2[N:9]=[C:8]1[C:5]1[CH:6]=[CH:7][C:2]([Cl:1])=[CH:3][C:4]=1[O:31][CH3:32]. Procedure details: The title compound was prepared in analogy to Example 19, intermediate b, from 2-(4-chloro-2-methoxy-phenyl)-5,6-difluoro-1H-benzoimidazole (Example 19, intermediate c) and (6-bromo-hexanoic acid ethyl ester (CAS Reg. No. 25542-62-5). Brown solid (67%). MS (Turbo Spray): m/z=437.2 (M+H). The reactants are C(CCCCCCCCCCC)N (dodecylamine), O1CCOCC1 (dioxane), C1(CCO1)=O (β-propiolactone). Solvent: CCCCCC (hexane). Reaction conditions: temperature 30 celsius, time 5 hour. Product: C(CCCCCCCCCCC)NC(C(C)O)=O (N-dodecyl-2-hydroxypropionamide). Isolated yield 82.2%. As a reaction SMILES: [CH2:1]([NH2:13])[CH2:2][CH2:3][CH2:4][CH2:5][CH2:6][CH2:7][CH2:8][CH2:9][CH2:10][CH2:11][CH3:12].[O:14]1CC[O:17][CH2:16][CH2:15]1.[C:20]1(=O)OCC1>CCCCCC>[CH2:1]([NH:13][C:16](=[O:17])[CH:15]([OH:14])[CH3:20])[CH2:2][CH2:3][CH2:4][CH2:5][CH2:6][CH2:7][CH2:8][CH2:9][CH2:10][CH2:11][CH3:12]. Procedure: 25.34 g (0.1367 mol) of dodecylamine and 30 g of dioxane were fed into a 200-ml four-necked flask equipped with a stirrer, a dropping funnel and a thermometer to thereby prepare a transparent solution. Then, 9.85 g (0.1367 mol) of β-propiolactone was dropwise added to the transparent solution over a period of about 15 min. During this period, the temperature of the reaction system was maintained at 25° to 30° C. The obtained reaction mixture was further stirred at 30° C. for 5 hrs. The obtained ... Reactants: C(CCCC)C1=CC=C(C=C1)C#C (4-pentylphenylacetylene), FC=1C=C(C=CC1Cl)I (3-fluoro-4-chloro-iodobenzene). Reagents/catalysts: Cl[Pd]([P](C1=CC=CC=C1)(C2=CC=CC=C2)C3=CC=CC=C3)([P](C4=CC=CC=C4)(C5=CC=CC=C5)C6=CC=CC=C6)Cl (Pd(PPh3)2Cl2), [Cu]I (CuI). Solvent: C(C)NCC (diethylamine). Run at time 12 hour. The product is C(CCCC)C1=CC=C(C=C1)C#CC1=CC(=C(C=C1)Cl)F (4-pentyl-3'-fluoro-4'-chloro tolan). Reaction SMILES: [CH2:1]([C:6]1[CH:11]=[CH:10][C:9]([C:12]#[CH:13])=[CH:8][CH:7]=1)[CH2:2][CH2:3][CH2:4][CH3:5].[F:14][C:15]1[CH:16]=[C:17](I)[CH:18]=[CH:19][C:20]=1[Cl:21]>Cl[Pd](Cl)([P](C1C=CC=CC=1)(C1C=CC=CC=1)C1C=CC=CC=1)[P](C1C=CC=CC=1)(C1C=CC=CC=1)C1C=CC=CC=1.[Cu]I.C(NCC)C>[CH2:1]([C:6]1[CH:7]=[CH:8][C:9]([C:12]#[C:13][C:17]2[CH:18]=[CH:19][C:20]([Cl:21])=[C:15]([F:14])[CH:16]=2)=[CH:10][CH:11]=1)[CH2:2][CH2:3][CH2:4][CH3:5] |^1:25,44|. Reported procedure: 0.2 mmol of Pd(PPh3)2Cl2 and 0.1 mmol of CuI are added to a mixture of 0.01 mol of 4-pentylphenylacetylene, 0.01 mol of 3-fluoro-4-chloro-iodobenzene and 40 ml of diethylamine at room temperature and stirred for 12 hours. After completion of the reaction, the suspension is filtered, and the filtrate is concentrated by evaporation. Purification by chromatography and/or crystallization gives 4-pentyl-3'-fluoro-4'-chloro tolan having C 49.6° I. Starting materials: C(O)([O-])=O.CN(C1=CC=C(C=N[N+]2=C(N(C=C2)N=CC2=CC=C(C=C2)N(C)C)C=CN(C)C)C=C1)C (1,3-bis[[p-(dimethylamino)benzylidene]amino]-2-[2-(dimethylamino)vinyl]imidazolium hydrogen carbonate). Solvent: CO (methanol), C(C)(=O)O (acetic acid). Run at time 20 minute. Yields the product C(C)(=O)[O-].[NH+]1=CNC=C1 (imidazolium acetate). RXN SMILES: [C:1](=[O:4])([O-])[OH:2].[CH3:5]N(C)C1C=CC(C=N[N+:13]2[CH:17]=[CH:16][N:15](N=CC3C=CC(N(C)C)=CC=3)[C:14]=2C=CN(C)C)=CC=1>CO.C(O)(=O)C>[C:1]([O-:2])(=[O:4])[CH3:5].[NH+:13]1[CH:17]=[CH:16][NH:15][CH:14]=1 |f:0.1,4.5|. Reported procedure: 1.0 g of 1,3-bis[[p-(dimethylamino)benzylidene]amino]-2-[2-(dimethylamino)vinyl]imidazolium hydrogen carbonate is dissolved in 20 ml of methanol and 3 ml of glacial acetic acid. After 20 minutes, the solution is concentrated at room temperature in a vacuum. The product is crystallized by the addition of ether and recrystallized three times from methanol/ether. There is obtained 1,3-bis[[p-(dimethylamino)benzylidene]amino]-2-[2-dimethylamino)vinyl]imidazolium acetate of melting point 182° (dec.). The reactants are C(=NC1CCCCC1)=NC1CCCCC1, ClCCl, COc1cccc2c1C(=O)c1c(O)c3c(c(O)c1C2=O)CC(O)(C(=O)COC1CCCC(COCC(=O)O)O1)CC3OC1CC2C(OC3C(OC)OCCN23)C(C)O1, O=C1CCC(=O)N1O. Yields the product COc1cccc2c1C(=O)c1c(O)c3c(c(O)c1C2=O)CC(O)(C(=O)COC1CCCC(COCC(=O)ON2C(=O)CCC2=O)O1)CC3OC1CC2C(OC3C(OC)OCCN23)C(C)O1. As a reaction SMILES: [CH:67]1([N:68]=[C:69]=[N:70][CH:71]2[CH2:72][CH2:73][CH2:74][CH2:75][CH2:76]2)[CH2:77][CH2:78][CH2:79][CH2:80][CH2:81]1.[Cl:82][CH2:83][Cl:84].[O:1]=[C:2]([CH2:3][O:4][CH:5]1[CH2:6][CH2:7][CH2:8][CH:9]([CH2:11][O:12][CH2:13][C:14](=[O:15])[OH:16])[O:10]1)[C:17]1([OH:58])[CH2:18][c:19]2[c:20]([OH:57])[c:21]3[c:30]([c:31]([OH:52])[c:32]2[CH:33]([O:35][CH:36]2[CH2:37][CH:38]4[CH:39]([O:40][CH:41]5[CH:42]([O:47][CH3:48])[O:43][CH2:44][CH2:45][N:46]45)[CH:49]([CH3:51])[O:50]2)[CH2:34]1)[C:29](=[O:53])[c:28]1[c:23]([cH:24][cH:25][cH:26][c:27]1[O:54][CH3:55])[C:22]3=[O:56].[OH:59][N:60]1[C:61](=[O:66])[CH2:62][CH2:63][C:64]1=[O:65]>>[O:1]=[C:2]([CH2:3][O:4][CH:5]1[CH2:6][CH2:7][CH2:8][CH:9]([CH2:11][O:12][CH2:13][C:14](=[O:15])[O:16][N:60]2[C:61](=[O:66])[CH2:62][CH2:63][C:64]2=[O:65])[O:10]1)[C:17]1([OH:58])[CH2:18][c:19]2[c:20]([OH:57])[c:21]3[c:30]([c:31]([OH:52])[c:32]2[CH:33]([O:35][CH:36]2[CH2:37][CH:38]4[CH:39]([O:40][CH:41]5[CH:42]([O:47][CH3:48])[O:43][CH2:44][CH2:45][N:46]45)[CH:49]([CH3:51])[O:50]2)[CH2:34]1)[C:29](=[O:53])[c:28]1[c:23]([cH:24][cH:25][cH:26][c:27]1[O:54][CH3:55])[C:22]3=[O:56]. Reactants: Cl (HCl), CC1(O[C@@H]2[C@H](O1)C=C[C@H]2N2C=NC=1C(=NC=C(C12)F)N)C (1-[(3aS,4R,6aR)-2,2-dimethyl-4,6a-dihydro-3aH-cyclopenta[d][1,3]dioxol-4-yl]-7-fluoro-1H-imidazo[4,5-c]pyridin-4-amine). Solvent: CO (methanol). The product is NC1=NC=C(C2=C1N=CN2[C@@H]2C=C[C@H]([C@H]2O)O)F ((1S, 2R, 5R)-5-(4-amino-7-fluoro-1H-imidazo[4,5-c]pyridin-1-yl)cyclopent-3-ene-1,2-diol), Cl (HCl). As a reaction SMILES: [ClH:1].CC1(C)[O:7][C@@H:6]2[CH:8]=[CH:9][C@@H:10]([N:11]3[C:19]4[C:18]([F:20])=[CH:17][N:16]=[C:15]([NH2:21])[C:14]=4[N:13]=[CH:12]3)[C@@H:5]2[O:4]1>CO>[NH2:21][C:15]1[C:14]2[N:13]=[CH:12][N:11]([C@H:10]3[C@H:5]([OH:4])[C@H:6]([OH:7])[CH:8]=[CH:9]3)[C:19]=2[C:18]([F:20])=[CH:17][N:16]=1.[ClH:1]. Reported procedure: Concentrated HCl (3 mL) was added to 1-[(3aS,4R,6aR)-2,2-dimethyl-4,6a-dihydro-3aH-cyclopenta[d][1,3]dioxol-4-yl]-7-fluoro-1H-imidazo[4,5-c]pyridin-4-amine (2-3) (158 mg, 0.54 mmol, 1 equiv) in methanol (10 mL). After disappearance of the starting material, as monitored by LC-MS analysis, the mixture was concentrated to afford (1S,2R,5R)-5-(4-amino-7-fluoro-1H-imidazo[4,5-c]pyridin-1-yl)cyclopent-3-ene-1,2-dial (2-5) as a yellow solid of the bis-HCl salt. 1H NMR (2-5) (500 MHz, DMSO): δ 8.57 (s,...